From a dataset of the Open Reaction Database (ORD), a public repository of structured organic reaction records. describe an organic reaction: reactants, conditions, products, and yield Starting materials: O1CC12CCN(CC2)C(=O)OC(C)(C)C (tert-butyl 1-oxa-6-azaspiro[2.5]octane-6-carboxylate), [C-]#N.[K+] (potassium cyanide), resultant mixture. Yields the product C(#N)CC1(CCN(CC1)C(=O)OC(C)(C)C)O (tert-Butyl 4-(cyanomethyl)-4-hydroxypiperidine-1-carboxylate). Procedure details: A solution of tert-butyl 1-oxa-6-azaspiro[2.5]octane-6-carboxylate (2 g) in DMF (20 mL) was treated with potassium cyanide (0.672 g) and the resultant mixture stirred at 20° C. for 4 days. The mixture was partitioned between ethyl acetate and brine, the organic layer was washed twice with brine, dried over sodium sulphate, filtered and the solvent evaporated under reduced pressure. The crude product was purified by flash silica chromatography using 60% ethyl acetate in isohexane as solvent. Pure... The solvent is CN(C)C=O (DMF). As a reaction SMILES: [O:1]1[C:3]2([CH2:8][CH2:7][N:6]([C:9]([O:11][C:12]([CH3:15])([CH3:14])[CH3:13])=[O:10])[CH2:5][CH2:4]2)[CH2:2]1.[C-:16]#[N:17].[K+]>CN(C=O)C>[C:16]([CH2:2][C:3]1([OH:1])[CH2:8][CH2:7][N:6]([C:9]([O:11][C:12]([CH3:15])([CH3:14])[CH3:13])=[O:10])[CH2:5][CH2:4]1)#[N:17] |f:1.2|. The reactants are C1(=CC=CC=C1)C1(COC2=C1C=CC=C2)CCNC (2-(3-phenyl-2,3-dihydrobenzofuran-3-yl)-N-methylethylamine), C(=O)([O-])[O-].[K+].[K+] (K2CO3), C(CC1=CC=CC=C1)Br (phenethyl bromide), [I-].[K+] (potassium iodide), fumarate salt, CCOCC (Et2O). Run in CN(C)C=O (DMF), O (water). The product is C(\C=C\C(=O)O)(=O)O.C1(=CC=CC=C1)C1(COC2=C1C=CC=C2)C(CNC)CCC2=CC=CC=C2 (2-(3-Phenyl-2,3-dihydrobenzofuran-3-yl)-N-methyl-N-phenethylethylamine fumarate). The yield is 33.0%. As a reaction SMILES: [C:1]1([C:7]2([CH2:16][CH2:17][NH:18][CH3:19])[C:11]3[CH:12]=[CH:13][CH:14]=[CH:15][C:10]=3[O:9][CH2:8]2)[CH:6]=[CH:5][CH:4]=[CH:3][CH:2]=1.[C:20]([O-:23])([O-:22])=O.[K+].[K+].[CH2:26](Br)[CH2:27][C:28]1[CH:33]=[CH:32][CH:31]=[CH:30][CH:29]=1.[I-].[K+].CC[O:39]CC>O.CN(C=O)C>[C:8]([OH:39])(=[O:9])/[CH:7]=[CH:16]/[C:20]([OH:23])=[O:22].[C:1]1([C:7]2([CH:16]([CH2:26][CH2:27][C:28]3[CH:33]=[CH:32][CH:31]=[CH:30][CH:29]=3)[CH2:17][NH:18][CH3:19])[C:11]3[CH:12]=[CH:13][CH:14]=[CH:15][C:10]=3[O:9][CH2:8]2)[CH:2]=[CH:3][CH:4]=[CH:5][CH:6]=1 |f:1.2.3,5.6,10.11|. Procedure: A mixture of 4.0 g (15.8 mmole) 2-(3-phenyl-2,3-dihydrobenzofuran-3-yl)-N-methylethylamine, 6.9 g (50.0 mmole) anhydrous K2CO3, 2.35 ml (17.1 mmole) phenethyl bromide, 0.2 g potassium iodide and 40 ml DMF was warmed to 80° and maintained there for 2 hours. After cooling, the mixture was poured into 400 ml water and extracted with Et2O (3×250 ml). The combined organics were washed with saturated NaCl solution and dried over MgSO4. The crude product, obtained by filtration and evaporation, was con... Reactants: intermediate 19, Cl.C1(CCCC1)NN (cyclopentylhydrazine hydrochloride), N\C(=C/C#N)\C ((2Z)-3-amino-2-butenenitrile). Solvent: C(C)O (ethanol). Yields the product C1(CCCC1)N1N=C(C=C1N)C (1-Cyclopentyl-3-methyl-1H-pyrazol-5-amine). Reaction SMILES: Cl.[CH:2]1([NH:7][NH2:8])[CH2:6][CH2:5][CH2:4][CH2:3]1.N/[C:10](/[CH3:14])=[CH:11]\[C:12]#[N:13]>C(O)C>[CH:2]1([N:7]2[C:12]([NH2:13])=[CH:11][C:10]([CH3:14])=[N:8]2)[CH2:6][CH2:5][CH2:4][CH2:3]1 |f:0.1|. Procedure details: The title compound was prepared in the same manner as described for intermediate 19 using cyclopentylhydrazine hydrochloride (2 g, 14.64 mmol), (2Z)-3-amino-2-butenenitrile (1.202 g, 14.64 mmol) and ethanol (20 mL). The final product was collected as 0.57 g (24%). LCMS E-S (M+H)=166.0. 1H NMR (400 MHz, CHLOROFORM-d) δ ppm 1.60-1.69 (m, 2H), 1.86-1.95 (m, 2H), 1.99-2.09 (m, 4H), 2.19 (s, 3H), 3.46 (br. s., 2H), 4.38 (quin, J=7.89 Hz, 1H), 5.36 (s, 1H). The reactants are C(=NC1CCCCC1)=NC1CCCCC1, ClCCl, O=[N+]([O-])c1ccc(O)cc1, O=C(O)c1ccccn1. The product is O=C(Oc1ccc([N+](=O)[O-])cc1)c1ccccn1. RXN SMILES: [CH:20]1([N:21]=[C:22]=[N:23][CH:24]2[CH2:25][CH2:26][CH2:27][CH2:28][CH2:29]2)[CH2:30][CH2:31][CH2:32][CH2:33][CH2:34]1.[Cl:35][CH2:36][Cl:37].[N+:10](=[O:11])([O-:12])[c:13]1[cH:14][cH:15][c:16]([OH:19])[cH:17][cH:18]1.[OH:1][C:2](=[O:3])[c:4]1[cH:5][cH:6][cH:7][cH:8][n:9]1>>[O:1]([C:2](=[O:3])[c:4]1[cH:5][cH:6][cH:7][cH:8][n:9]1)[c:16]1[cH:15][cH:14][c:13]([N+:10](=[O:11])[O-:12])[cH:18][cH:17]1. The reactants are COCCN(C)c1ccc(N)cn1, CCc1nc(-c2ccccc2Cl)oc1C(=O)ON1C(=O)CCC1=O. Product: CCc1nc(-c2ccccc2Cl)oc1C(=O)Nc1ccc(N(C)CCOC)nc1. Reaction SMILES: [CH3:25][O:26][CH2:27][CH2:28][N:29]([c:30]1[n:31][cH:32][c:33]([NH2:36])[cH:34][cH:35]1)[CH3:37].[O:1]=[C:2]1[CH2:3][CH2:4][C:5](=[O:6])[N:7]1[O:8][C:9](=[O:10])[c:11]1[c:12]([CH2:23][CH3:24])[n:13][c:14](-[c:16]2[c:17]([Cl:22])[cH:18][cH:19][cH:20][cH:21]2)[o:15]1>>[C:9](=[O:10])([c:11]1[c:12]([CH2:23][CH3:24])[n:13][c:14](-[c:16]2[c:17]([Cl:22])[cH:18][cH:19][cH:20][cH:21]2)[o:15]1)[NH:36][c:33]1[cH:32][n:31][c:30]([N:29]([CH2:28][CH2:27][O:26][CH3:25])[CH3:37])[cH:35][cH:34]1. Starting materials: ClCCl, CN(C)C=O, CS(C)=O, CS(=O)(=O)c1ccc(C(CC2CCCC2)C(=O)O)cc1Cl, O=C(Cl)C(=O)Cl, CC1(c2cnc(N)cn2)NC(=O)NC1=O, c1ccncc1. The product is CC1(c2cnc(NC(=O)C(CC3CCCC3)c3ccc(S(C)(=O)=O)c(Cl)c3)cn2)NC(=O)NC1=O. Reaction SMILES: [CH2:48]([Cl:49])[Cl:50].[CH3:28][N:29]([CH3:30])[CH:31]=[O:32].[CH3:51][S:52](=[O:53])[CH3:54].[Cl:1][c:2]1[cH:3][c:4]([CH:12]([C:13](=[O:14])[OH:15])[CH2:16][CH:17]2[CH2:18][CH2:19][CH2:20][CH2:21]2)[cH:5][cH:6][c:7]1[S:8](=[O:9])(=[O:10])[CH3:11].[Cl:22][C:23]([C:24]([Cl:25])=[O:26])=[O:27].[NH2:33][c:34]1[n:35][cH:36][c:37]([C:40]2([CH3:47])[C:41](=[O:46])[NH:42][C:43](=[O:45])[NH:44]2)[n:38][cH:39]1.[cH:55]1[cH:56][cH:57][n:58][cH:59][cH:60]1>>[Cl:1][c:2]1[cH:3][c:4]([CH:12]([C:13](=[O:15])[NH:33][c:34]2[n:35][cH:36][c:37]([C:40]3([CH3:47])[C:41](=[O:46])[NH:42][C:43](=[O:45])[NH:44]3)[n:38][cH:39]2)[CH2:16][CH:17]2[CH2:18][CH2:19][CH2:20][CH2:21]2)[cH:5][cH:6][c:7]1[S:8](=[O:9])(=[O:10])[CH3:11]. Reactants: C1(=CC=CC=C1)NN (phenylhydrazine), COC(CCC1(C(CCCC1)=O)C)=O (1-methyl-2-oxocyclohexanepropionic acid methyl ester). Run in C(C)O (ethanol). The product is CC12CCCC=3C=4C=CC=CC4N(C13)C(CC2)=O (1,2,3,3a,4,5-hexahydro-3a-methyl-6H-pyrido[3,2,1-jk]carbazol-6-one). RXN SMILES: [C:1]1([NH:7]N)[CH:6]=[CH:5][CH:4]=[CH:3][CH:2]=1.CO[C:11](=[O:22])[CH2:12][CH2:13][C:14]1([CH3:21])[CH2:19][CH2:18][CH2:17][CH2:16][C:15]1=O>C(O)C>[CH3:21][C:14]12[CH2:13][CH2:12][C:11](=[O:22])[N:7]3[C:15]1=[C:16]([C:2]1[CH:3]=[CH:4][CH:5]=[CH:6][C:1]=13)[CH2:17][CH2:18][CH2:19]2. Reported procedure: A mixture of phenylhydrazine (1.08 g), 1-methyl-2-oxocyclohexanepropionic acid methyl ester (1.98 g), described in Example 6, and ethanol is heated at reflux for 3 hr. The mixture is evaporated to dryness keeping the temperature of the mixture at about 40° C. The residue is heated with 200 ml of 10% aqueous sulfuric acid at reflux temperature for 1 hr. The mixture is cooled and extracted with ether. The extract is washed with 10% sodium hydroxide and brine, and then evaporated. The residue is su...